From a dataset of the Open Reaction Database (ORD), a public repository of structured organic reaction records. describe an organic reaction: reactants, conditions, products, and yield Starting materials: C(C)(C)C1=NC2=C(N1C1=NC(=C3N=C(N(C3=N1)C)C=O)N1CCOCC1)C=CC=C2 (2-(2-isopropylbenzoimidazol-1-yl)-9-methyl-6-morpholin-4-yl-9H-purine-8-carbaldehyde), N1CC(C1)N1CCC(CC1)O (1-azetidin-3-ylpiperidin-4-ol), C(C)(=O)O[BH-](OC(C)=O)OC(C)=O.[Na+] (Sodium triacetoxyborohydride). The solvent is ClCCCl (DCE). Conditions: time 2 hour. The product is C(C)(C)C1=NC2=C(N1C1=NC(=C3N=C(N(C3=N1)C)CN1CC(C1)N1CCC(CC1)O)N1CCOCC1)C=CC=C2 (1-(1-((2-(2-isopropyl-1H-benzo[d]imidazol-1-yl)-9-methyl-6-morpholino-9H-purin-8-yl)methyl)azetidin-3-yl)piperidin-4-ol). Isolated yield 67.9%. Reaction SMILES: [CH:1]([C:4]1[N:8]([C:9]2[N:17]=[C:16]3[C:12]([N:13]=[C:14]([CH:19]=O)[N:15]3[CH3:18])=[C:11]([N:21]3[CH2:26][CH2:25][O:24][CH2:23][CH2:22]3)[N:10]=2)[C:7]2[CH:27]=[CH:28][CH:29]=[CH:30][C:6]=2[N:5]=1)([CH3:3])[CH3:2].[NH:31]1[CH2:34][CH:33]([N:35]2[CH2:40][CH2:39][CH:38]([OH:41])[CH2:37][CH2:36]2)[CH2:32]1.C(O[BH-](OC(=O)C)OC(=O)C)(=O)C.[Na+]>ClCCCl>[CH:1]([C:4]1[N:8]([C:9]2[N:17]=[C:16]3[C:12]([N:13]=[C:14]([CH2:19][N:31]4[CH2:34][CH:33]([N:35]5[CH2:40][CH2:39][CH:38]([OH:41])[CH2:37][CH2:36]5)[CH2:32]4)[N:15]3[CH3:18])=[C:11]([N:21]3[CH2:22][CH2:23][O:24][CH2:25][CH2:26]3)[N:10]=2)[C:7]2[CH:27]=[CH:28][CH:29]=[CH:30][C:6]=2[N:5]=1)([CH3:2])[CH3:3] |f:2.3|. Reported procedure: A mixture of 2-(2-isopropylbenzoimidazol-1-yl)-9-methyl-6-morpholin-4-yl-9H-purine-8-carbaldehyde (0.150 g, 0.37 mmol), 1-azetidin-3-ylpiperidin-4-ol (0.069 g, 0.44 mmol) and 4 Å molecular sieves (0.37 g) in DCE (3 mL) was stirred for 2 h at room temperature. Sodium triacetoxyborohydride (0.157 g, 0.74 mmol) was added and the reaction mixture was stirred for 4 h at room temperature. The reaction mixture was filtered through Celite and the filtrate was concentrated in vacuo. The residue was purif... As a reaction SMILES: [CH2:1]([c:2]1[cH:3][cH:4][cH:5][cH:6][cH:7]1)[O:8][CH2:9][C:10]1([c:20]2[n:21][n:22](-[c:32]3[cH:33][cH:34][c:35]([O:38][CH3:39])[cH:36][cH:37]3)[c:23](-[c:25]3[cH:26][cH:27][c:28]([CH3:31])[cH:29][cH:30]3)[cH:24]2)[CH2:11][CH2:12][C:13]2([O:14][CH2:17][CH2:16][O:15]2)[CH2:18][CH2:19]1.[ClH:47].[Na+:41].[O:42]1[CH2:43][CH2:44][CH2:45][CH2:46]1.[OH-:40]>>[CH2:1]([c:2]1[cH:3][cH:4][cH:5][cH:6][cH:7]1)[O:8][CH2:9][C:10]1([c:20]2[n:21][n:22](-[c:32]3[cH:33][cH:34][c:35]([O:38][CH3:39])[cH:36][cH:37]3)[c:23](-[c:25]3[cH:26][cH:27][c:28]([CH3:31])[cH:29][cH:30]3)[cH:24]2)[CH2:11][CH2:12][C:13](=[O:14])[CH2:18][CH2:19]1. The product is COc1ccc(-n2nc(C3(COCc4ccccc4)CCC(=O)CC3)cc2-c2ccc(C)cc2)cc1. Starting materials: COc1ccc(-n2nc(C3(COCc4ccccc4)CCC4(CC3)OCCO4)cc2-c2ccc(C)cc2)cc1, Cl, [Na+], C1CCOC1, [OH-]. The reactants are [BH3-]C#N, CC1(c2ccc(Cl)cc2)C=CC=C(C=CC#N)C1, CC(CCN)c1ccc(Cl)cc1, COc1cccc(C(C)=O)c1, CC(C)[O-], CC(C)[O-], CC(C)[O-], CC(C)[O-], CC(=O)O, [H][H], [Na+], [OH-], [OH-], [Pd+2], [Ti+4]. The product is COc1cccc(C(C)NCCC(C)c2ccc(Cl)cc2)c1. RXN SMILES: [C:44]([BH3-:45])#[N:46].[CH3:1][C:2]1([c:3]2[cH:4][cH:5][c:6]([Cl:7])[cH:8][cH:9]2)[CH:10]=[CH:11][CH:12]=[C:13]([CH:14]=[CH:15][C:16]#[N:17])[CH2:18]1.[CH3:21][CH:22]([CH2:23][CH2:24][NH2:25])[c:26]1[cH:27][cH:28][c:29]([Cl:32])[cH:30][cH:31]1.[CH3:33][O:34][c:35]1[cH:36][c:37]([C:41]([CH3:42])=[O:43])[cH:38][cH:39][cH:40]1.[CH3:51][CH:52]([CH3:53])[O-:54].[CH3:56][CH:57]([CH3:58])[O-:59].[CH3:60][CH:61]([CH3:62])[O-:63].[CH3:64][CH:65]([CH3:66])[O-:67].[CH3:68][C:69](=[O:70])[OH:71].[H:19][H:20].[Na+:47].[OH-:48].[OH-:50].[Pd+2:49].[Ti+4:55]>>[CH3:21][CH:22]([CH2:23][CH2:24][NH:25][CH:41]([c:37]1[cH:36][c:35]([O:34][CH3:33])[cH:40][cH:39][cH:38]1)[CH3:42])[c:26]1[cH:27][cH:28][c:29]([Cl:32])[cH:30][cH:31]1. Starting materials: COC(=O)c1ccc(Br)c(C)c1, C1COCCO1, COc1ccc(B2OC(C)(C)C(C)(C)O2)cc1-c1ccc(C(F)(F)F)cc1CN1C(=O)OC(c2cc(C(F)(F)F)cc(C(F)(F)F)c2)C1C, [K+], [OH-]. Yields the product COC(=O)c1ccc(-c2ccc(OC)c(-c3ccc(C(F)(F)F)cc3CN3C(=O)OC(c4cc(C(F)(F)F)cc(C(F)(F)F)c4)C3C)c2)c(C)c1. As a reaction SMILES: [Br:50][c:51]1[c:52]([CH3:61])[cH:53][c:54]([C:55](=[O:56])[O:57][CH3:58])[cH:59][cH:60]1.[CH2:64]1[O:65][CH2:66][CH2:67][O:68][CH2:69]1.[F:1][C:2]([c:3]1[cH:4][c:5]([CH:13]2[CH:14]([CH3:47])[N:15]([CH2:19][c:20]3[c:21](-[c:30]4[c:31]([O:45][CH3:46])[cH:32][cH:33][c:34]([B:36]5[O:37][C:38]([CH3:39])([CH3:40])[C:41]([CH3:42])([CH3:43])[O:44]5)[cH:35]4)[cH:22][cH:23][c:24]([C:26]([F:27])([F:28])[F:29])[cH:25]3)[C:16](=[O:18])[O:17]2)[cH:6][c:7]([C:9]([F:10])([F:11])[F:12])[cH:8]1)([F:48])[F:49].[K+:63].[OH-:62]>>[F:1][C:2]([c:3]1[cH:4][c:5]([CH:13]2[CH:14]([CH3:47])[N:15]([CH2:19][c:20]3[c:21](-[c:30]4[c:31]([O:45][CH3:46])[cH:32][cH:33][c:34](-[c:51]5[c:52]([CH3:61])[cH:53][c:54]([C:55](=[O:56])[O:57][CH3:58])[cH:59][cH:60]5)[cH:35]4)[cH:22][cH:23][c:24]([C:26]([F:27])([F:28])[F:29])[cH:25]3)[C:16](=[O:18])[O:17]2)[cH:6][c:7]([C:9]([F:10])([F:11])[F:12])[cH:8]1)([F:48])[F:49]. Starting materials: ClC1=CC=C(C(=O)C=2C=C3C(=CC(N(C3=CC2)CC2CC2)=O)C2=CC(=CC=C2)I)C=C1 (6-(4chloro-benzoyl)-1-cyclopropylmethyl-4-(3-iodo-phenyl)-1H-quinolin-2-one), palladium (II) bis(triphenyl)phosphine chloride, C[Si](C)(C)C#C (trimethylsilylacetylene). The reagents and catalysts are [Cu]I (copper (I) iodide). The solvent is CN(C)C=O.C(C)NCC (DMF diethylamine). Conditions: time 3 hour. The product is ClC1=CC=C(C(=O)C=2C=C3C(=CC(N(C3=CC2)CC2CC2)=O)C2=CC(=CC=C2)C#C[Si](C)(C)C)C=C1 (6-(4-Chloro-benzoyl)-1-cyclopropylmethyl-4-(3-trimethylsilanylethynyl-phenyl)-1H-quinolin-2-one). Isolated yield 91.8%. Reaction SMILES: [Cl:1][C:2]1[CH:31]=[CH:30][C:5]([C:6]([C:8]2[CH:9]=[C:10]3[C:15](=[CH:16][CH:17]=2)[N:14]([CH2:18][CH:19]2[CH2:21][CH2:20]2)[C:13](=[O:22])[CH:12]=[C:11]3[C:23]2[CH:28]=[CH:27][CH:26]=[C:25](I)[CH:24]=2)=[O:7])=[CH:4][CH:3]=1.[CH3:32][Si:33]([C:36]#[CH:37])([CH3:35])[CH3:34]>CN(C=O)C.C(NCC)C.[Cu]I>[Cl:1][C:2]1[CH:31]=[CH:30][C:5]([C:6]([C:8]2[CH:9]=[C:10]3[C:15](=[CH:16][CH:17]=2)[N:14]([CH2:18][CH:19]2[CH2:21][CH2:20]2)[C:13](=[O:22])[CH:12]=[C:11]3[C:23]2[CH:28]=[CH:27][CH:26]=[C:25]([C:37]#[C:36][Si:33]([CH3:35])([CH3:34])[CH3:32])[CH:24]=2)=[O:7])=[CH:4][CH:3]=1 |f:2.3|. Procedure details: A solution of 6-(4chloro-benzoyl)-1-cyclopropylmethyl-4-(3-iodo-phenyl)-1H-quinolin-2-one (4.0 g, 7.41 mmol) in DMF/diethylamine (1:1, 80 mL) was treated with palladium (II) bis(triphenyl)phosphine chloride (0.26 9, 0.37 mmol), trimethylsilylacetylene (1.09 g, 11.1 mmol), and copper (I) iodide (0.21 g, 1.09 mmol). The reaction mixture was stirred at room temperature for 3 hours, concentrated in vacuo, poured into H2O (450 mL), and filtered to give a crude brown foam. Purification by flash column... The reactants are [NH4+].[OH-] (NH4OH), C(#N)C=1C(NC=C(C1)C1=CC=C(C=C1)Cl)=O (3-cyano-5-(4-chlorophenyl)-2-(1H)-pyridone), C1(=CC=CC=C1)P(=O)(Cl)Cl (phenylphosphonic dichloride), ice water. Run at temperature 175 celsius. Yields the product ClC1=NC=C(C=C1C#N)C1=CC=C(C=C1)Cl (2-CHLORO-5-(4-CHLOROPHENYL)-3-PYRIDINECARBONITRILE). RXN SMILES: [C:1]([C:3]1[C:4](=O)[NH:5][CH:6]=[C:7]([C:9]2[CH:14]=[CH:13][C:12]([Cl:15])=[CH:11][CH:10]=2)[CH:8]=1)#[N:2].C1(P(Cl)([Cl:25])=O)C=CC=CC=1.[NH4+].[OH-]>>[Cl:25][C:4]1[C:3]([C:1]#[N:2])=[CH:8][C:7]([C:9]2[CH:14]=[CH:13][C:12]([Cl:15])=[CH:11][CH:10]=2)=[CH:6][N:5]=1 |f:2.3|. Reported procedure: A mixture of 3-cyano-5-(4-chlorophenyl)-2-(1H)-pyridone (2.0 grams) and phenylphosphonic dichloride (3.8 grams) was heated for 4 hours at 175° C. in an oil bath. The mixture was poured into ice water and was made alkaline by stirring with NH4OH. The resulting brownish solid product was used without further purification, yield 2.0 g., m.p. 185°-187° C. Starting materials: O=C1CCCC(=O)O1, Nc1ccc(N=Nc2cccnc2)c(N)n1, C1CCOC1. Product: Nc1nc(NC(=O)CCCC(=O)O)ccc1N=Nc1cccnc1. As a reaction SMILES: [C:17]1(=[O:24])[CH2:18][CH2:19][CH2:20][C:21](=[O:22])[O:23]1.[NH2:1][c:2]1[n:3][c:4]([NH2:16])[cH:5][cH:6][c:7]1[N:8]=[N:9][c:10]1[cH:11][n:12][cH:13][cH:14][cH:15]1.[O:25]1[CH2:26][CH2:27][CH2:28][CH2:29]1>>[NH2:1][c:2]1[n:3][c:4]([NH:16][C:17]([CH2:18][CH2:19][CH2:20][C:21](=[O:22])[OH:23])=[O:24])[cH:5][cH:6][c:7]1[N:8]=[N:9][c:10]1[cH:11][n:12][cH:13][cH:14][cH:15]1.